Dataset: the Open Reaction Database (ORD), a public repository of structured organic reaction records. Task: describe an organic reaction: reactants, conditions, products, and yield Reactants: CCCCOCCOCCO, CCCCCC, Fc1nc(F)c(Cl)cc1Cl, [H-], [Na+]. Product: CCCCOCCOCCOc1nc(F)c(Cl)cc1Cl. As a reaction SMILES: [CH2:19]([CH2:20][CH2:21][CH3:22])[O:23][CH2:24][CH2:25][O:26][CH2:27][CH2:28][OH:29].[CH3:11][CH2:12][CH2:13][CH2:14][CH2:15][CH3:16].[Cl:1][c:2]1[c:3]([F:10])[n:4][c:5]([F:9])[c:6]([Cl:8])[cH:7]1.[H-:17].[Na+:18]>>[Cl:1][c:2]1[c:3]([F:10])[n:4][c:5]([O:29][CH2:28][CH2:27][O:26][CH2:25][CH2:24][O:23][CH2:19][CH2:20][CH2:21][CH3:22])[c:6]([Cl:8])[cH:7]1.